From a dataset of the Open Reaction Database (ORD), a public repository of structured organic reaction records. describe an organic reaction: reactants, conditions, products, and yield Reactants: C(C)C1=C(C=CC2=C1N=CO2)N=C=S (4-ethyl-5-isothiocyanatobenzoxazole), C(CN)N (ethylenediamine). The solvent is C1(=CC=CC=C1)C (toluene). Conditions: time 30 minute. Product: NCCNC(NC=1C=CC2=C(N=CO2)C1CC)=S (5-[N'-(2-aminoethyl)thioureido]-4-ethylbenzoxazole). As a reaction SMILES: [CH2:1]([C:3]1[C:8]2[N:9]=[CH:10][O:11][C:7]=2[CH:6]=[CH:5][C:4]=1[N:12]=[C:13]=[S:14])[CH3:2].[CH2:15]([NH2:18])[CH2:16][NH2:17]>C1(C)C=CC=CC=1>[NH2:17][CH2:16][CH2:15][NH:18][C:13](=[S:14])[NH:12][C:4]1[CH:5]=[CH:6][C:7]2[O:11][CH:10]=[N:9][C:8]=2[C:3]=1[CH2:1][CH3:2]. Reported procedure: A solution of 4-ethyl-5-isothiocyanatobenzoxazole (3.58 mmol) in toluene (75 mL) is treated with ethylenediamine (12.53 mmol). The reaction is stirred for 30 minutes as the product precipitates. The precipitate is filtered and dried in an oven to yield 5-[N'-(2-aminoethyl)thioureido]-4-ethylbenzoxazole as a white solid. The reactants are CN(C)C=O, CC(C)c1ccccc1N=C1N=CC(C)(C)CS1, FC(F)(F)c1ccc(Cl)nc1, [H-], [Na+], O. Product: CC(C)c1ccccc1N=C1SCC(C)(C)CN1c1ccc(C(F)(F)F)cn1. RXN SMILES: [CH3:33][N:34]([CH3:35])[CH:36]=[O:37].[CH:1]([CH3:2])([CH3:3])[c:4]1[c:5]([N:10]=[C:11]2[S:12][CH2:13][C:14]([CH3:17])([CH3:18])[CH:15]=[N:16]2)[cH:6][cH:7][cH:8][cH:9]1.[F:19][C:20]([c:21]1[cH:22][cH:23][c:24]([Cl:27])[n:25][cH:26]1)([F:28])[F:29].[H-:30].[Na+:31].[OH2:32]>>[CH:1]([CH3:2])([CH3:3])[c:4]1[c:5]([N:10]=[C:11]2[S:12][CH2:13][C:14]([CH3:17])([CH3:18])[CH2:15][N:16]2[c:24]2[cH:23][cH:22][c:21]([C:20]([F:19])([F:28])[F:29])[cH:26][n:25]2)[cH:6][cH:7][cH:8][cH:9]1. Reactants: COC=1C=CC=C2C=C(N=C(C12)N[C@@H]1CN(CC1)C(=O)OC(C)(C)C)C1=NNC(N1)=O ((S)-tert-butyl 3-((8-methoxy-3-(5-oxo-4,5-dihydro-1H-1,2,4-triazol-3-yl)isoquinolin-1-yl)amino)pyrrolidine-1-carboxylate), Cl.CCOC(=O)C (HCl EtOAc). Yields the product Cl (HCl), COC=1C=CC=C2C=C(N=C(C12)N[C@@H]1CNCC1)C1=NNC(N1)=O ((S)-3-(8-methoxy-1-(pyrrolidin-3-ylamino)isoquinolin-3-yl)-1H-1,2,4-triazol-5(4H)-one). RXN SMILES: [CH3:1][O:2][C:3]1[CH:4]=[CH:5][CH:6]=[C:7]2[C:12]=1[C:11]([NH:13][C@H:14]1[CH2:18][CH2:17][N:16](C(OC(C)(C)C)=O)[CH2:15]1)=[N:10][C:9]([C:26]1[NH:30][C:29](=[O:31])[NH:28][N:27]=1)=[CH:8]2.[ClH:32].CCOC(C)=O>>[ClH:32].[CH3:1][O:2][C:3]1[CH:4]=[CH:5][CH:6]=[C:7]2[C:12]=1[C:11]([NH:13][C@H:14]1[CH2:18][CH2:17][NH:16][CH2:15]1)=[N:10][C:9]([C:26]1[NH:30][C:29](=[O:31])[NH:28][N:27]=1)=[CH:8]2 |f:1.2|. Procedure details: A solution of (S)-tert-butyl 3-((8-methoxy-3-(5-oxo-4,5-dihydro-1H-1,2,4-triazol-3-yl)isoquinolin-1-yl)amino)pyrrolidine-1-carboxylate (80 mg, 0.187 mmol) in HCl/EtOAc (5 mL) was stirred at RT for 1 hour. The reaction mixture was subsequently concentrated in vacuo to give an HCl salt of the title compound, which was used without further purification (120 mg). ESI-MS m/z [M+H]+ 327. Reactants: FC(C=1C=C(C=O)C=CC1)(F)F (m-trifluoromethylbenzaldehyde), [C-]#N.[Na+] (NaCN), C(C1=CC=CC=C1)OC(=O)N1CCC(CC1)C(C=CC1=CC=NC=C1)=O (1-(1-benzyloxycarbonyl-4-piperidinyl)-3-(4-pyridyl)-2-propen-1-one). Solvent: CN(C)C=O (DMF), CN(C)C=O (DMF). Run at time 1 hour. Product: FC(C=1C=C(C=CC1)C=1NC(=CC1C1=CC=NC=C1)C1CCNCC1)(F)F (2-(3-trifluoromethylphenyl)-5-(4-piperidyl)-3-(4-pyridinyl)-pyrrole). As a reaction SMILES: [F:1][C:2]([F:12])([F:11])[C:3]1[CH:4]=[C:5]([CH:8]=[CH:9][CH:10]=1)[CH:6]=O.[C-]#[N:14].[Na+].C(OC([N:26]1[CH2:31][CH2:30][CH:29]([C:32](=O)[CH:33]=[CH:34][C:35]2[CH:40]=[CH:39][N:38]=[CH:37][CH:36]=2)[CH2:28][CH2:27]1)=O)C1C=CC=CC=1>CN(C=O)C>[F:1][C:2]([F:12])([F:11])[C:3]1[CH:4]=[C:5]([C:6]2[NH:14][C:32]([CH:29]3[CH2:28][CH2:27][NH:26][CH2:31][CH2:30]3)=[CH:33][C:34]=2[C:35]2[CH:36]=[CH:37][N:38]=[CH:39][CH:40]=2)[CH:8]=[CH:9][CH:10]=1 |f:1.2|. Reported procedure: To m-trifluoromethylbenzaldehyde (2.44 g, 0.014 mol) in 5 mL of DMF was added NaCN (0.147 g, 0.003 mol) and the mixture was stirred under argon for 1 hour. This solution was added to 1-(1-benzyloxycarbonyl-4-piperidinyl)-3-(4-pyridyl)-2-propen-1-one in 10 mL of DMF. The mixture was stirred at 65°-75° C. for 20 hours. The volatile components were removed in vacuo. The residual oil was taken up in EtOAc and sat'd NaCl. The EtOAc extract was separated, dried, filtered and concentrated in vacuo to f... Starting materials: Cc1cc(N)n[nH]1, CO, CCN(C(C)C)C(C)C, CNC(=O)c1c(-c2ccc(F)cc2)oc2ccc(-c3cccc(C(=O)NC(C)(C)C(=O)O)c3)cc12, [H-], [Na+], CN(C)C=O. Product: CNC(=O)c1c(-c2ccc(F)cc2)oc2ccc(-c3cccc(C(=O)NC(C)(C)C(=O)Nc4cc(C)[nH]n4)c3)cc12. RXN SMILES: [CH3:45][c:46]1[cH:47][c:48]([NH2:51])[n:49][nH:50]1.[CH3:59][OH:60].[CH:1]([N:2]([CH2:3][CH3:4])[CH:5]([CH3:6])[CH3:7])([CH3:8])[CH3:9].[F:10][c:11]1[cH:12][cH:13][c:14](-[c:17]2[o:18][c:19]3[c:20]([c:21]2[C:22]([NH:23][CH3:24])=[O:25])[cH:26][c:27](-[c:30]2[cH:31][c:32]([C:33](=[O:34])[NH:35][C:36]([C:37](=[O:38])[OH:39])([CH3:40])[CH3:41])[cH:42][cH:43][cH:44]2)[cH:28][cH:29]3)[cH:15][cH:16]1.[H-:53].[Na+:52].[O:54]=[CH:55][N:56]([CH3:57])[CH3:58]>>[F:10][c:11]1[cH:12][cH:13][c:14](-[c:17]2[o:18][c:19]3[c:20]([c:21]2[C:22]([NH:23][CH3:24])=[O:25])[cH:26][c:27](-[c:30]2[cH:31][c:32]([C:33](=[O:34])[NH:35][C:36]([C:37](=[O:39])[NH:51][c:48]4[cH:47][c:46]([CH3:45])[nH:50][n:49]4)([CH3:40])[CH3:41])[cH:42][cH:43][cH:44]2)[cH:28][cH:29]3)[cH:15][cH:16]1. Reactants: C(C1=CC=CC=C1)OC=1C=2N(C=C(C1)C(=O)OCC)C(=C(N2)C)C (ethyl 8-benzyloxy-2,3-dimethyl-imidazo[1,2-a]pyridine-6-carboxylate). Reagents/catalysts: [Pd] (Pd/C). Solvent: C(C)O (ethanol). The product is OC=1C=2N(C=C(C1)C(=O)OCC)C(=C(N2)C)C (Ethyl 8-hydroxy-2,3-dimethyl-imidazo[1,2-a]pyridine-6-carboxylate). Isolated yield 86.4%. RXN SMILES: C([O:8][C:9]1[C:10]2[N:11]([C:20]([CH3:24])=[C:21]([CH3:23])[N:22]=2)[CH:12]=[C:13]([C:15]([O:17][CH2:18][CH3:19])=[O:16])[CH:14]=1)C1C=CC=CC=1>C(O)C.[Pd]>[OH:8][C:9]1[C:10]2[N:11]([C:20]([CH3:24])=[C:21]([CH3:23])[N:22]=2)[CH:12]=[C:13]([C:15]([O:17][CH2:18][CH3:19])=[O:16])[CH:14]=1. Reported procedure: A solution of 8.0 g (24.7 mmol) ethyl 8-benzyloxy-2,3-dimethyl-imidazo[1,2-a]pyridine-6-carboxylate in 80 ml ethanol is hydrogenated over 0.8 g 10% Pd/C (1 bar H2) for 24 h. The catalyst is filtered off and the filtrate is evaporated. The oily residue is crystallized from diethyl ether to give 5.0 g (86%) of the title compound as a colourless solid (m.p. 219-221° C.).